This data is from the Open Reaction Database (ORD), a public repository of structured organic reaction records. The task is: describe an organic reaction: reactants, conditions, products, and yield Reactants: C#CCN, CN(C)c1ccccn1, CCOC(C)=O, O=S(=O)(Cl)Cl, c1ccncc1, c1ccccc1. Product: C#CCNS(=O)(=O)c1ccccc1. RXN SMILES: [CH2:12]([C:13]#[CH:14])[NH2:15].[CH3:16][N:17]([c:18]1[cH:19][cH:20][cH:21][cH:22][n:23]1)[CH3:24].[CH3:31][CH2:32][O:33][C:34](=[O:35])[CH3:36].[S:1](=[O:2])(=[O:3])([Cl:4])[Cl:5].[cH:25]1[cH:26][cH:27][n:28][cH:29][cH:30]1.[cH:6]1[cH:7][cH:8][cH:9][cH:10][cH:11]1>>[S:1](=[O:2])(=[O:3])([c:6]1[cH:7][cH:8][cH:9][cH:10][cH:11]1)[NH:15][CH2:12][C:13]#[CH:14]. Starting materials: CC(=O)OC(C)=O, O=CO, CNc1ccc(F)cc1C(C)=O, [Na+], [OH-], O. The product is CC(=O)c1cc(F)ccc1N(C)C=O. As a reaction SMILES: [CH3:1][C:2]([O:3][C:4](=[O:5])[CH3:6])=[O:7].[CH:8](=[O:9])[OH:10].[F:11][c:12]1[cH:13][cH:14][c:15]([NH:21][CH3:22])[c:16]([C:18]([CH3:19])=[O:20])[cH:17]1.[Na+:24].[OH-:23].[OH2:25]>>[CH:8](=[O:10])[N:21]([c:15]1[cH:14][cH:13][c:12]([F:11])[cH:17][c:16]1[C:18]([CH3:19])=[O:20])[CH3:22]. The reactants are CCCCCC, ClCCl, O=C(O)C1CCC(O)CC1, C[Si](C)(C)C=[N+]=[N-]. Reaction SMILES: [CH3:18][CH2:19][CH2:20][CH2:21][CH2:22][CH3:23].[Cl:24][CH2:25][Cl:26].[OH:1][CH:2]1[CH2:3][CH2:4][CH:5]([C:8]([OH:9])=[O:10])[CH2:6][CH2:7]1.[Si:11]([CH3:12])([CH:13]=[N+:14]=[N-:15])([CH3:16])[CH3:17]>>[OH:1][CH:2]1[CH2:3][CH2:4][CH:5]([C:8]([O:9][CH3:12])=[O:10])[CH2:6][CH2:7]1. Product: COC(=O)C1CCC(O)CC1. Reactants: CC(=O)OC1C(=O)NC1c1cccs1, CO, N. The product is O=C1NC(c2cccs2)C1O. Reaction SMILES: [C:1](=[O:2])([CH3:3])[O:4][CH:5]1[C:6](=[O:14])[NH:7][CH:8]1[c:9]1[s:10][cH:11][cH:12][cH:13]1.[CH3:16][OH:17].[NH3:15]>>[OH:4][CH:5]1[C:6](=[O:14])[NH:7][CH:8]1[c:9]1[s:10][cH:11][cH:12][cH:13]1. Reactants: Cc1cccc(N)c1C, Cc1ccc(S(=O)(=O)N(CCCl)CCCCl)cc1, [I-], [K+], [Na+], [Na+], O=C([O-])[O-], O, OC1CCCCC1. Yields the product Cc1ccc(S(=O)(=O)N2CCCN(c3cccc(C)c3C)CC2)cc1. As a reaction SMILES: [CH3:19][c:20]1[c:21]([NH2:27])[cH:22][cH:23][cH:24][c:25]1[CH3:26].[Cl:1][CH2:2][CH2:3][N:4]([S:5](=[O:6])(=[O:7])[c:8]1[cH:9][cH:10][c:11]([CH3:14])[cH:12][cH:13]1)[CH2:15][CH2:16][CH2:17][Cl:18].[I-:35].[K+:34].[Na+:28].[Na+:29].[O-:30][C:31](=[O:32])[O-:33].[OH2:43].[OH:36][CH:37]1[CH2:38][CH2:39][CH2:40][CH2:41][CH2:42]1>>[CH2:2]1[CH2:3][N:4]([S:5](=[O:6])(=[O:7])[c:8]2[cH:9][cH:10][c:11]([CH3:14])[cH:12][cH:13]2)[CH2:15][CH2:16][CH2:17][N:27]1[c:21]1[c:20]([CH3:19])[c:25]([CH3:26])[cH:24][cH:23][cH:22]1.